Dataset: the Open Reaction Database (ORD), a public repository of structured organic reaction records. Task: describe an organic reaction: reactants, conditions, products, and yield Starting materials: CC(C)(O)c1ccc2c(c1)C(=CCCBr)c1cccnc1CO2, CC(C)O, O=C(Cc1ccc(Cl)cc1)NC1CCNCC1, [I-], [K+], Cc1cccc(C)n1. The product is CC(C)(O)c1ccc2c(c1)C(=CCCN1CCC(NC(=O)Cc3ccc(Cl)cc3)CC1)c1cccnc1CO2. RXN SMILES: [Br:28][CH2:29][CH2:30][CH:31]=[C:32]1[c:33]2[c:34]([cH:43][cH:44][c:45]([C:47]([CH3:48])([CH3:49])[OH:50])[cH:46]2)[O:35][CH2:36][c:37]2[c:38]1[cH:39][cH:40][cH:41][n:42]2.[CH:51]([OH:52])([CH3:53])[CH3:54].[Cl:1][c:2]1[cH:3][cH:4][c:5]([CH2:8][C:9](=[O:10])[NH:11][CH:12]2[CH2:13][CH2:14][NH:15][CH2:16][CH2:17]2)[cH:6][cH:7]1.[I-:27].[K+:26].[n:18]1[c:19]([CH3:20])[cH:21][cH:22][cH:23][c:24]1[CH3:25]>>[Cl:1][c:2]1[cH:3][cH:4][c:5]([CH2:8][C:9](=[O:10])[NH:11][CH:12]2[CH2:13][CH2:14][N:15]([CH2:29][CH2:30][CH:31]=[C:32]3[c:33]4[c:34]([cH:43][cH:44][c:45]([C:47]([CH3:48])([CH3:49])[OH:50])[cH:46]4)[O:35][CH2:36][c:37]4[c:38]3[cH:39][cH:40][cH:41][n:42]4)[CH2:16][CH2:17]2)[cH:6][cH:7]1. The reactants are COC(=O)CBr, CC#N, CC(N)c1ccccc1. Yields the product COC(=O)CNC(C)c1ccccc1. RXN SMILES: [Br:10][CH2:11][C:12](=[O:13])[O:14][CH3:15].[CH3:16][C:17]#[N:18].[CH3:1][CH:2]([c:3]1[cH:4][cH:5][cH:6][cH:7][cH:8]1)[NH2:9]>>[CH3:1][CH:2]([c:3]1[cH:4][cH:5][cH:6][cH:7][cH:8]1)[NH:9][CH2:11][C:12](=[O:13])[O:14][CH3:15]. Reactants: O=CC(O)C(O)C(O)C(O)CO, O=c1cc(-c2ccccc2)oc2ccccc12. The product is OCC1OC(O)C(O)C(O)C1O. Reaction SMILES: [O:18]=[CH:19][CH:20]([OH:21])[CH:22]([OH:23])[CH:24]([OH:25])[CH:26]([OH:27])[CH2:28][OH:29].[O:1]=[c:2]1[c:3]2[c:4]([cH:5][cH:6][cH:7][cH:8]2)[o:9][c:10](-[c:11]2[cH:12][cH:13][cH:14][cH:15][cH:16]2)[cH:17]1>>[OH:18][CH:19]1[CH:20]([OH:21])[CH:22]([OH:23])[CH:24]([OH:25])[CH:26]([CH2:28][OH:29])[O:27]1. The reactants are BrC(C(=O)OCC)CCCCCC (ethyl 2-bromooctanoate), C(C)(C)(C)C1=CC=C(C=C1)S (p-t-butylthiophenol), C([O-])([O-])=O.[K+].[K+] (potassium carbonate). The solvent is CC(=O)C (acetone). The product is C(C)(C)(C)C1=CC=C(C=C1)SC(C(=O)OCC)CCCCCC (Ethyl 2-(4-t-Butylphenylthio)octanoate). Yield: 56.5%. As a reaction SMILES: Br[CH:2]([CH2:8][CH2:9][CH2:10][CH2:11][CH2:12][CH3:13])[C:3]([O:5][CH2:6][CH3:7])=[O:4].[C:14]([C:18]1[CH:23]=[CH:22][C:21]([SH:24])=[CH:20][CH:19]=1)([CH3:17])([CH3:16])[CH3:15].C(=O)([O-])[O-].[K+].[K+]>CC(C)=O>[C:14]([C:18]1[CH:19]=[CH:20][C:21]([S:24][CH:2]([CH2:8][CH2:9][CH2:10][CH2:11][CH2:12][CH3:13])[C:3]([O:5][CH2:6][CH3:7])=[O:4])=[CH:22][CH:23]=1)([CH3:17])([CH3:15])[CH3:16] |f:2.3.4|. Procedure details: A mixture of 5.0 g (0.02 mole) ethyl 2-bromooctanoate, 3.37 g (0.02 mole) p-t-butylthiophenol and 3.31 g (0.24 mole) potassium carbonate in 70 ml acetone was refluxed under nitrogen overnight. The reaction mixture was cooled to room temperature and filtered and the filtrate was concentrated in vacuo. The residue was chromatographed on 500 g silica gel, eluting with 6:4 methylene chloride/hexane to yield 3.8 g (57% yield) of the desired product as an oil. Reactants: LiOH monohydrate, C(C)(C)(C)OC(C(=O)OCC)C1=C(C2=CC=CC=C2C(=C1C)C=O)C1=CC=C(C=C1)Cl (ethyl 2-tert-butoxy-2-(1-(4-chlorophenyl)-4-formyl-3-methylnaphthalen-2-yl)acetate), [BH-](OC(=O)C)(OC(=O)C)OC(=O)C.[Na+] (NaBH(OAc)3), CC(=O)O (AcOH), CNC (N,N-dimethylamine), CO (MeOH), CC(=O)O (AcOH), [BH-](OC(=O)C)(OC(=O)C)OC(=O)C.[Na+] (NaBH(OAc)3), CNC (N,N-dimethylamine), CO (MeOH). Solvent: C(Cl)Cl (DCM), O (H2O), CCO (EtOH), CN(C)C=O (DMF). Conditions: temperature 70 celsius. Yields the product C(C)(C)(C)OC(C(=O)O)C1=C(C2=CC=CC=C2C(=C1C)CN(C)C)C1=CC=C(C=C1)Cl (2-tert-butoxy-2-(1-(4-chlorophenyl)-4-((dimethylamino)methyl)-3-methylnaphthalen-2-yl)acetic acid). Yield: 13.0%. RXN SMILES: [C:1]([O:5][CH:6]([C:12]1[C:21]([CH3:22])=[C:20]([CH:23]=O)[C:19]2[C:14](=[CH:15][CH:16]=[CH:17][CH:18]=2)[C:13]=1[C:25]1[CH:30]=[CH:29][C:28]([Cl:31])=[CH:27][CH:26]=1)[C:7]([O:9]CC)=[O:8])([CH3:4])([CH3:3])[CH3:2].[BH-](OC(C)=O)(OC(C)=O)OC(C)=O.[Na+].CC(O)=O.[CH3:50][NH:51][CH3:52].CO>O.CN(C=O)C.C(Cl)Cl.CCO>[C:1]([O:5][CH:6]([C:12]1[C:21]([CH3:22])=[C:20]([CH2:23][N:51]([CH3:52])[CH3:50])[C:19]2[C:14](=[CH:15][CH:16]=[CH:17][CH:18]=2)[C:13]=1[C:25]1[CH:30]=[CH:29][C:28]([Cl:31])=[CH:27][CH:26]=1)[C:7]([OH:9])=[O:8])([CH3:4])([CH3:3])[CH3:2] |f:1.2|. Procedure: A suspension of ethyl 2-tert-butoxy-2-(1-(4-chlorophenyl)-4-formyl-3-methylnaphthalen-2-yl)acetate (6.0 mg, 13.9 μmol), EtOH (absolute, 500 μL), NaBH(OAc)3 (8.8 mg, 41.7 μmol), and glacial AcOH (4 μL, 70 μmol) was treated with a solution of N,N-dimethylamine in MeOH (2 M, 35 μL, 69.5 μmol). DCM (50 μL) was added to improve solubility. The reaction was sealed and heated to 70° C. Conversion was limited, so more N,N-dimethylamine in MeOH (2 M, 170 μL, 0.337 mmol), glacial AcOH (20 μL, 0.35 mmol), ... Reactants: 2-Bromo-1,3-cyclohexadione, C(N)(=N)C=1SC2=C(N1)CCC(C2=O)Br (2-Amidino-6-bromo-4,5-dihydrobenzothiazole-7(6H)-one), C(N)(=N)NC(=S)N (amidinothiourea), 1(B). Yields the product Br.C(N)(=N)C=1SC2=C(N1)CCCC2=O (2-amidino-4,5-dihydrobenzothiazole-7(6H)-one hydrobromide). Reaction SMILES: [C:1]([C:4]1[S:5][C:6]2[C:12](=[O:13])[CH:11]([Br:14])[CH2:10][CH2:9][C:7]=2[N:8]=1)(=[NH:3])[NH2:2].C(NC(N)=S)(=N)N>>[BrH:14].[C:1]([C:4]1[S:5][C:6]2[C:12](=[O:13])[CH2:11][CH2:10][CH2:9][C:7]=2[N:8]=1)(=[NH:2])[NH2:3] |f:2.3|. Procedure: 2-Bromo-1,3-cyclohexadione prepared in Example 1, Route 1 (A) was reacted with amidinothiourea in the similar manner to that of Example 1, Route 1(B) to give 2-amidino-4,5-dihydrobenzothiazole-7(6H)-one hydrobromide. The hydrobromide (3.4 g) was dissolved into conc. hydrobromic acid (20 ml), and one equivalent of bromine was added dropwise at a temperature of 85° C. The mixture was stirred at a temperature of 80° C. to 90° C. for 30 minutes, cooled and filtered. The solids were neutralized with ...